This data is from the Open Reaction Database (ORD), a public repository of structured organic reaction records. The task is: describe an organic reaction: reactants, conditions, products, and yield The reactants are CN, ClCc1nc2ccccc2o1, O. The product is CNCc1nc2ccccc2o1. As a reaction SMILES: [CH3:12][NH2:13].[Cl:1][CH2:2][c:3]1[o:4][c:5]2[c:6]([n:7]1)[cH:8][cH:9][cH:10][cH:11]2.[OH2:14]>>[CH2:2]([c:3]1[o:4][c:5]2[c:6]([n:7]1)[cH:8][cH:9][cH:10][cH:11]2)[NH:13][CH3:12]. Yields the product Clc1ccc(NCC(Cn2ccnc2)OCc2ccc(Br)cc2Br)cc1Cl. Starting materials: ClCc1ccc(Br)cc1Br, OC(CNc1ccc(Cl)c(Cl)c1)Cn1ccnc1. Reaction SMILES: [Br:19][c:20]1[c:21]([CH2:22][Cl:23])[cH:24][cH:25][c:26]([Br:28])[cH:27]1.[Cl:1][c:2]1[cH:3][c:4]([NH:5][CH2:6][CH:7]([CH2:8][n:9]2[cH:10][n:11][cH:12][cH:13]2)[OH:14])[cH:15][cH:16][c:17]1[Cl:18]>>[Cl:1][c:2]1[cH:3][c:4]([NH:5][CH2:6][CH:7]([CH2:8][n:9]2[cH:10][n:11][cH:12][cH:13]2)[O:14][CH2:22][c:21]2[c:20]([Br:19])[cH:27][c:26]([Br:28])[cH:25][cH:24]2)[cH:15][cH:16][c:17]1[Cl:18]. Starting materials: [Cl-].[NH4+] (ammonium chloride), C(CC#C)C1=C(C(=C(C(=C1OC)C)C)OC)C (1-(3-butynyl)-3,6-dimethoxy-2,4,5-trimethylbenzene), ClC(=O)OC (methyl chloroformate), C(CCC)[Li] (n-butyllithium). Run in C1CCOC1 (THF). Reaction conditions: temperature -20 celsius, time 1 hour. The product is COC1=C(C(=C(C(=C1C)C)OC)C)CCC#CC(=O)OC (methyl 5-(2,5-dimethoxy-3,4,6-trimethylphenyl)-2-pentynoate). Reaction SMILES: [CH2:1]([C:5]1[C:10]([O:11][CH3:12])=[C:9]([CH3:13])[C:8]([CH3:14])=[C:7]([O:15][CH3:16])[C:6]=1[CH3:17])[CH2:2][C:3]#[CH:4].C([Li])CCC.Cl[C:24]([O:26][CH3:27])=[O:25].[Cl-].[NH4+]>C1COCC1>[CH3:12][O:11][C:10]1[C:9]([CH3:13])=[C:8]([CH3:14])[C:7]([O:15][CH3:16])=[C:6]([CH3:17])[C:5]=1[CH2:1][CH2:2][C:3]#[C:4][C:24]([O:26][CH3:27])=[O:25] |f:3.4|. Procedure: A solution of 5 g (21.5 mmol) of 1-(3-butynyl)-3,6-dimethoxy-2,4,5-trimethylbenzene in 80 ml of THF was cooled to -78° C. and treated firstly with 13.4 ml of a 1.6M n-butyllithium solution and then with 2.2 g (23.3 mmol) of methyl chloroformate. The mixture was left at -78° C. for 1 hour, then warmed to -20° C., held at this temperature for 2 hours and finally poured into saturated ammonium chloride solution. Extraction with ethyl acetate yielded, after washing the extracts with water and drying... Reactants: solution, C1(CCCCC1)C1=CC=C(N)C=C1 (4-cyclohexylaniline), C(C)(=O)O (acetic acid), C(=O)C1=CC=C(C(=O)NC=2N=NNN2)C=C1 (4-formyl-N-(2H-tetrazol-5-yl)benzamide), C(#N)[BH3-].[Na+] (sodium cyanoborohydride). Solvent: CN(C)C=O (DMF), COC(OC)OC (trimethylorthoformate), CN(C)C=O (DMF), CO (methanol). Conditions: temperature 25 celsius, time 4 hour. Yields the product C1(CCCCC1)C1=CC=C(C=C1)NCC1=CC=C(C(=O)NC=2N=NNN2)C=C1 (4-[(4-cyclohexylphenylamino)methyl]-N-(2H-tetrazol-5-yl)benzamide). RXN SMILES: [CH:1]([C:3]1[CH:16]=[CH:15][C:6]([C:7]([NH:9][C:10]2[N:11]=[N:12][NH:13][N:14]=2)=[O:8])=[CH:5][CH:4]=1)=O.[CH:17]1([C:23]2[CH:29]=[CH:28][C:26]([NH2:27])=[CH:25][CH:24]=2)[CH2:22][CH2:21][CH2:20][CH2:19][CH2:18]1.C(O)(=O)C.C([BH3-])#N.[Na+]>CN(C=O)C.COC(OC)OC.CO>[CH:17]1([C:23]2[CH:24]=[CH:25][C:26]([NH:27][CH2:1][C:3]3[CH:16]=[CH:15][C:6]([C:7]([NH:9][C:10]4[N:11]=[N:12][NH:13][N:14]=4)=[O:8])=[CH:5][CH:4]=3)=[CH:28][CH:29]=2)[CH2:18][CH2:19][CH2:20][CH2:21][CH2:22]1 |f:3.4|. Procedure details: The above resin bound 4-formyl-N-(2H-tetrazol-5-yl)benzamide (50 mg) was treated with a 0.5 M solution of 4-cyclohexylaniline (0.25 mmol, 41.25 mg) in a mixture of DMF and trimethylorthoformate (1:1, 0.5 mL) and glacial acetic acid (50 μL) for 1 hour at 25° C. followed by sodium cyanoborohydride (250 μmol, 16 mg) dissolved in a mixture of DMF and methanol (1:1, 0.25 mL). Shaking at 25° C. for 4 hours followed by filtration and washing with a mixture of DMF and methanol (1:1, 2×1 mL), 3×1 mL DMF ... The reactants are C(C1=CC=CC=C1)N1C=NC(=C1)CCOC1=CC=C(C(=O)N(C[C@@H](C(=O)O)S(=O)(=O)C2=CC=CC=C2)N)C=C1 (4-[2-(N-Benzylimidazol-4-yl)ethyloxy]benzoyl-2(S)-phenylsulfonyl-amino-β-alanine). Reagents/catalysts: [Pd] (Pd/C). The solvent is C(=O)O.CO (formic acid CH3OH). Run at time 4 day. Yields the product C(C)O.O.[NH4+].[OH-] (ethanol H2O NH4OH), C(C1=CC=CC=C1)N1C=NC(=C1)CCOC1=CC=C(C(=O)N(C[C@@H](C(=O)O)S(=O)(=O)C2=CC=CC=C2)N)C=C1 (4-[2-(N-Benzylimidazol-4-yl)ethyloxy]benzoyl-2(S)-phenylsulfonyl-amino-β-alanine). Reaction SMILES: [CH2:1]([N:8]1[CH:12]=[C:11]([CH2:13][CH2:14][O:15][C:16]2[CH:39]=[CH:38][C:19]([C:20]([N:22]([NH2:37])[CH2:23][C@H:24]([S:28]([C:31]3[CH:36]=[CH:35][CH:34]=[CH:33][CH:32]=3)(=[O:30])=[O:29])[C:25]([OH:27])=[O:26])=[O:21])=[CH:18][CH:17]=2)[N:10]=[CH:9]1)[C:2]1[CH:7]=[CH:6][CH:5]=[CH:4][CH:3]=1>[Pd].C(O)=O.CO>[CH2:14]([OH:15])[CH3:13].[OH2:15].[NH4+:8].[OH-:15].[CH2:1]([N:8]1[CH:12]=[C:11]([CH2:13][CH2:14][O:15][C:16]2[CH:39]=[CH:38][C:19]([C:20]([N:22]([NH2:37])[CH2:23][C@H:24]([S:28]([C:31]3[CH:36]=[CH:35][CH:34]=[CH:33][CH:32]=3)(=[O:29])=[O:30])[C:25]([OH:27])=[O:26])=[O:21])=[CH:18][CH:17]=2)[N:10]=[CH:9]1)[C:2]1[CH:7]=[CH:6][CH:5]=[CH:4][CH:3]=1 |f:2.3,4.5.6.7|. Procedure: A mixture of 25-7 (94 mg, 0.17 mmol), 10% Pd/C (94 mg), and 4% formic acid/CH3OH (50 mL) was stirred under a hydrogen atmosphere at ambient temperature for 4 days. Filtration, concentration of the filtrate, and the flash chromatography (silica, 10:1:1 ethanol/H2O/NH4OH) gave 25-7 as a solid. TLC Rf =0.31 (silica, 10:1:1 ethanol/NH4OH/H2O);